From a dataset of the Open Reaction Database (ORD), a public repository of structured organic reaction records. describe an organic reaction: reactants, conditions, products, and yield The reactants are NC=1C=C(C=CC1F)N1C(N(C2=NC(=NC=C2C1)SC)C)=O (3-(3-amino-4-fluorophenyl)-1-methyl-7-(methylthio)-3,4-dihydropyrimido[4,5-d]pyrimidin-2(1H)-one), ClC=1C=C(C(=O)OO)C=CC1 (3-chloroperoxybenzoic acid), N (ammonia), O1CCOCC1 (dioxane). Run in C(Cl)Cl (CH2Cl2). Reaction conditions: time 2 hour. The product is NC1=NC=C2C(=N1)N(C(N(C2)C2=CC(=C(C=C2)F)N)=O)C (7-amino-3-(3-amino-4-fluorophenyl)-1-methyl-3,4-dihydropyrimido[4,5-d]pyrimidin-2(1H)-one). Isolated yield 77.0%. As a reaction SMILES: [NH2:1][C:2]1[CH:3]=[C:4]([N:9]2[CH2:18][C:17]3[C:12](=[N:13][C:14](SC)=[N:15][CH:16]=3)[N:11]([CH3:21])[C:10]2=[O:22])[CH:5]=[CH:6][C:7]=1[F:8].ClC1C=C(C=CC=1)C(OO)=O.[NH3:34].O1CCOCC1>C(Cl)Cl>[NH2:34][C:14]1[N:13]=[C:12]2[N:11]([CH3:21])[C:10](=[O:22])[N:9]([C:4]3[CH:5]=[CH:6][C:7]([F:8])=[C:2]([NH2:1])[CH:3]=3)[CH2:18][C:17]2=[CH:16][N:15]=1. Procedure: To a solution of Example A1 (400 mg, 1.3 mmol) in CH2Cl2 (5 mL) was added 3-chloroperoxybenzoic acid (mCPBA) (430 mg, 2.5 mmol) in one portion. After stirring for 2 h, the reaction mixture was quenched with aq NaHCO3 and aq NaHSO3. The organic layer was separated and was washed with brine, dried Na2SO4) and concentrated in vacuo. The crude product was dissolved in DMSO (2 mL) and was treated with a solution of ammonia in dioxane (2 M, 30 ml, 60 mmol). The mixture stirred overnight at RT. The rea...